From a dataset of the Open Reaction Database (ORD), a public repository of structured organic reaction records. describe an organic reaction: reactants, conditions, products, and yield The reactants are BrC1=C(C=C(C=C1)C1OC1)F ((RS)-2-(4-bromo-3-fluoro-phenyl)-oxirane), NCCO (2-aminoethanol). Run in [Cl-].[Na+].O (brine), C1CCOC1 (THF). Reaction conditions: time 8 hour. The product is BrC1=C(C=C(C=C1)C(CNCCO)O)F ((RS)-1-(4-bromo-3-fluoro-phenyl)-2-(2-hydroxy-ethylamino)-ethanol). As a reaction SMILES: [Br:1][C:2]1[CH:7]=[CH:6][C:5]([CH:8]2[CH2:10][O:9]2)=[CH:4][C:3]=1[F:11].[NH2:12][CH2:13][CH2:14][OH:15]>C1COCC1.[Cl-].[Na+].O>[Br:1][C:2]1[CH:7]=[CH:6][C:5]([CH:8]([OH:9])[CH2:10][NH:12][CH2:13][CH2:14][OH:15])=[CH:4][C:3]=1[F:11] |f:3.4.5|. Procedure details: To a stirred solution of (RS)-2-(4-bromo-3-fluoro-phenyl)-oxirane (4.69 g) in THF (11 ml) was added 2-aminoethanol (13.2 ml) and the mixture was stirred at room temperature overnight. The reaction mixture was then poured into brine and extracted twice with EtOAc. The combined organic layers was dried over Na2SO4 and concentrated in vacuo to afford (RS)-1-(4-bromo-3-fluoro-phenyl)-2-(2-hydroxy-ethylamino)-ethanol (5.37 g) as a yellow viscous oil which was used in the next step without further pur... Reactants: ClC=1C2=C(N=C(N1)NC(C(C)(C)C)=O)N(C=C2I)CC2=[N+](C=C(C(=C2C)OC)C)[O-] (2-((4-chloro-5-iodo-2-pivalamido-7H-pyrrolo[2,3-d]pyrimidin-7-yl)methyl)-4-methoxy-3,5-dimethylpyridine 1-oxide). The solvent is C(CC#C)O (but-3-yn-1-ol). Yields the product ClC=1C2=C(N=C(N1)NC(C(C)(C)C)=O)N(C=C2C#CCCO)CC2=[N+](C=C(C(=C2C)OC)C)[O-] (2-((4-chloro-5-(4-hydroxybut-1-ynyl)-2-pivalamido-7H-pyrrolo[2,3-d]pyrimidin-7-yl)methyl)-4-methoxy-3,5-dimethylpyridine 1-oxide). Yield: 194.4%. Reaction SMILES: [Cl:1][C:2]1[C:3]2[C:17](I)=[CH:16][N:15]([CH2:19][C:20]3[C:25]([CH3:26])=[C:24]([O:27][CH3:28])[C:23]([CH3:29])=[CH:22][N+:21]=3[O-:30])[C:4]=2[N:5]=[C:6]([NH:8][C:9](=[O:14])[C:10]([CH3:13])([CH3:12])[CH3:11])[N:7]=1>C(O)CC#C>[Cl:1][C:2]1[C:3]2[C:17]([C:19]#[C:20][CH2:25][CH2:24][OH:27])=[CH:16][N:15]([CH2:19][C:20]3[C:25]([CH3:26])=[C:24]([O:27][CH3:28])[C:23]([CH3:29])=[CH:22][N+:21]=3[O-:30])[C:4]=2[N:5]=[C:6]([NH:8][C:9](=[O:14])[C:10]([CH3:13])([CH3:12])[CH3:11])[N:7]=1. Procedure details: Sonogashira coupling of 2-((4-chloro-5-iodo-2-pivalamido-7H-pyrrolo[2,3-d]pyrimidin-7-yl)methyl)-4-methoxy-3,5-dimethylpyridine 1-oxide (335 mg) with but-3-yn-1-ol (200 μL) according to the general procedure A gave crude 2-((4-chloro-5-(4-hydroxybut-1-ynyl)-2-pivalamido-7H-pyrrolo[2,3-d]pyrimidin-7-yl)methyl)-4-methoxy-3,5-dimethylpyridine 1-oxide (291 mg). Reactants: C(=O)C1=CN(C2=NC(=C(N=C21)C2=CC=C(C=C2)C)C2=CC=C(C=C2)C)CCCCCCC(=O)O (7-(7-Formyl-2,3di-p-tolyl-5H-pyrrolo[2,3-b]pyrazin-5-yl)heptanoic acid), N#N (N2), Cl (HCl), [BH4-].[Na+] (sodium borohydride). Solvent: CCO (EtOH), O (water). Conditions: time 16 hour. Yields the product OCC1=CN(C2=NC(=C(N=C21)C2=CC=C(C=C2)C)C2=CC=C(C=C2)C)CCCCCCC(=O)O (7-(7-(Hydroxymethyl)-2,3-di-p-tolyl-5H-pyrrolo[2,3-b]pyrazin-5-yl)heptanoic acid). As a reaction SMILES: [CH:1]([C:3]1[C:11]2[C:6](=[N:7][C:8]([C:19]3[CH:24]=[CH:23][C:22]([CH3:25])=[CH:21][CH:20]=3)=[C:9]([C:12]3[CH:17]=[CH:16][C:15]([CH3:18])=[CH:14][CH:13]=3)[N:10]=2)[N:5]([CH2:26][CH2:27][CH2:28][CH2:29][CH2:30][CH2:31][C:32]([OH:34])=[O:33])[CH:4]=1)=[O:2].N#N.[BH4-].[Na+].Cl>CCO.O>[OH:2][CH2:1][C:3]1[C:11]2[C:6](=[N:7][C:8]([C:19]3[CH:24]=[CH:23][C:22]([CH3:25])=[CH:21][CH:20]=3)=[C:9]([C:12]3[CH:13]=[CH:14][C:15]([CH3:18])=[CH:16][CH:17]=3)[N:10]=2)[N:5]([CH2:26][CH2:27][CH2:28][CH2:29][CH2:30][CH2:31][C:32]([OH:34])=[O:33])[CH:4]=1 |f:2.3|. Procedure details: 7-(7-Formyl-2,3-di-p-tolyl-5H-pyrrolo[2,3-b]pyrazin-5-yl)heptanoic acid (Example 2.1) (42 mg, 0.092 mmol) in EtOH (1 ml) was degassed with N2 and treated with sodium borohydride (5.23 mg, 0.138 mmol). After stirring at RT for 16 hours, the mixture was added to water (30 ml) and the pH was adjusted to pH 1 using 2M HCl. The aqueous portion was extracted with DCM (×3) and the combined extracts were concentrated under reduced pressure. The crude product was triturated with EtOAc/iso-hexane to affor... Reactants: CCOC(=O)C(Cc1ccc(OCC=C(C)c2ccc(-c3ccc(Br)cc3)cc2)cc1)OCC, [Na+], [OH-]. Yields the product CCOC(Cc1ccc(OCC=C(C)c2ccc(-c3ccc(Br)cc3)cc2)cc1)C(=O)O. As a reaction SMILES: [CH2:1]([CH3:2])[O:3][C:4]([CH:5]([CH2:6][c:7]1[cH:8][cH:9][c:10]([O:13][CH2:14][CH:15]=[C:16]([CH3:17])[c:18]2[cH:19][cH:20][c:21](-[c:24]3[cH:25][cH:26][c:27]([Br:30])[cH:28][cH:29]3)[cH:22][cH:23]2)[cH:11][cH:12]1)[O:31][CH2:32][CH3:33])=[O:34].[Na+:36].[OH-:35]>>[O:3]=[C:4]([CH:5]([CH2:6][c:7]1[cH:8][cH:9][c:10]([O:13][CH2:14][CH:15]=[C:16]([CH3:17])[c:18]2[cH:19][cH:20][c:21](-[c:24]3[cH:25][cH:26][c:27]([Br:30])[cH:28][cH:29]3)[cH:22][cH:23]2)[cH:11][cH:12]1)[O:31][CH2:32][CH3:33])[OH:34]. RXN SMILES: C(OC([O:6][C:7]1[CH:12]=[CH:11][C:10](/[CH:13]=[CH:14]/[C:15]([O:17][C:18]2[CH:23]=[CH:22][C:21]([O:24][CH2:25][CH2:26][CH2:27][CH2:28][CH3:29])=[CH:20][CH:19]=2)=[O:16])=[CH:9][CH:8]=1)=O)C.N1C=CC=CC=1.[OH-].[NH4+].Cl>O.CC(C)=O>[OH:6][C:7]1[CH:8]=[CH:9][C:10](/[CH:13]=[CH:14]/[C:15]([O:17][C:18]2[CH:19]=[CH:20][C:21]([O:24][CH2:25][CH2:26][CH2:27][CH2:28][CH3:29])=[CH:22][CH:23]=2)=[O:16])=[CH:11][CH:12]=1 |f:2.3|. Procedure details: 7.65 g (23.45 mmol) 4-pentoxyphenyl (2E)-3-{4-[(ethoxycarbonyl)oxy]phenyl}acrylate, 70 ml pyridine and 40 ml acetone were mixed. A solution of 12.5 ml ammonium hydroxide 25% in water and 30 ml acetone were added dropwise. The reaction mixture was subsequently allowed to react for 18 h at 25° C. and acidified to pH=1 with hydrochloric acid 7 N. The product was filtered off, washed with water and dried under vacuum to give 7.35 g 4-pentoxyphenyl (2E)-3-{4-hydroxyphenyl}acrylate as colourless powde... The solvent is CC(=O)C (acetone), O (water), CC(=O)C (acetone). The product is OC1=CC=C(C=C1)/C=C/C(=O)OC1=CC=C(C=C1)OCCCCC (4-pentoxyphenyl (2E)-3-{4-hydroxyphenyl}acrylate). Starting materials: C(C)OC(=O)OC1=CC=C(C=C1)/C=C/C(=O)OC1=CC=C(C=C1)OCCCCC (4-pentoxyphenyl (2E)-3-{4-[(ethoxycarbonyl)oxy]phenyl}acrylate), N1=CC=CC=C1 (pyridine), Cl (hydrochloric acid), [OH-].[NH4+] (ammonium hydroxide). Yield: 96.0%.